This data is from the Open Reaction Database (ORD), a public repository of structured organic reaction records. The task is: describe an organic reaction: reactants, conditions, products, and yield Reactants: OCC=1OC2=CC=CC=C2C(C1)=O (2-(hydroxymethyl)-4H-chromen-4-one), S(=O)(Cl)Cl (thionyl chloride). Solvent: C(Cl)(Cl)Cl (chloroform). Conditions: time 24 hour. The product is ClCC=1OC2=CC=CC=C2C(C1)=O (2-(chloromethyl)-4H-chromen-4-one). As a reaction SMILES: O[CH2:2][C:3]1[O:4][C:5]2[C:10]([C:11](=[O:13])[CH:12]=1)=[CH:9][CH:8]=[CH:7][CH:6]=2.S(Cl)([Cl:16])=O>C(Cl)(Cl)Cl>[Cl:16][CH2:2][C:3]1[O:4][C:5]2[C:10]([C:11](=[O:13])[CH:12]=1)=[CH:9][CH:8]=[CH:7][CH:6]=2. Procedure: The 2-(hydroxymethyl)-4H-chromen-4-one was dissolved in 30 ml of anhydrous chloroform at room temperature, 1 ml of thionyl chloride was added to the solution, and reaction mixture was stirred at room temperature for 24 hours. The solvent was thereafter evaporated, and the obtained liquid was dissolved in anhydrous hexane, which was also evaporated again to give 2-(chloromethyl)-4H-chromen-4-one which was further reacted without purification. Starting materials: [Al+3], C1CCOC1, CCOCC, NC(=O)CCCc1ccc(Cl)cc1, [H-], [H-], [H-], [H-], [Li+], [Na+], [OH-], O. Product: NCCCCc1ccc(Cl)cc1. RXN SMILES: [Al+3:2].[CH2:28]1[O:29][CH2:30][CH2:31][CH2:32]1.[CH3:23][CH2:24][O:25][CH2:26][CH3:27].[Cl:7][c:8]1[cH:9][cH:10][c:11]([CH2:14][CH2:15][CH2:16][C:17](=[O:18])[NH2:19])[cH:12][cH:13]1.[H-:1].[H-:4].[H-:5].[H-:6].[Li+:3].[Na+:22].[OH-:21].[OH2:20]>>[Cl:7][c:8]1[cH:9][cH:10][c:11]([CH2:14][CH2:15][CH2:16][CH2:17][NH2:19])[cH:12][cH:13]1. The reactants are C1=C(C=CC2=CC=CC=C12)CC#N (2-naphthylacetonitrile), C(C=C)(=O)OC (methyl acrylate). The solvent is CC(C)(C)O.CO (2-methyl-2-propanol methanol), CC(C)(C)O (2-methyl-2-propanol). Yields the product C(#N)C(CC(=O)OC)(CCC(=O)OC)C1=CC2=CC=CC=C2C=C1 (dimethyl 3-cyano-3-(naphthalen-2-yl)hexanedioate). Isolated yield 85.8%. Reaction SMILES: [CH:1]1[C:10]2[C:5](=[CH:6][CH:7]=[CH:8][CH:9]=2)[CH:4]=[CH:3][C:2]=1[CH2:11][C:12]#[N:13].[C:14]([O:18][CH3:19])(=[O:17])[CH:15]=[CH2:16]>CC(O)(C)C.CC(O)(C)C.CO>[C:12]([C:11]([C:2]1[CH:3]=[CH:4][C:5]2[C:10](=[CH:9][CH:8]=[CH:7][CH:6]=2)[CH:1]=1)([CH2:16][CH2:15][C:14]([O:18][CH3:19])=[O:17])[CH2:15][C:14]([O:18][CH3:19])=[O:17])#[N:13] |f:3.4|. Procedure: 2-naphthylacetonitrile (3.45 g, 20.6 mmol) and methyl acrylate (9.7 ml, 107 mmol) were suspended in 2-methyl-2-propanol (10 ml). Heat was applied to the reaction vessel until the solution became clear. The mixture was cooled to room temperature, at which time (Bu)4NOH (6.9 mmol, 0.33 equiv.) was added as a solution in 2-methyl-2-propanol:methanol (1:2). The combined reaction mixture was heated to reflux for 4 h under vigorous stirring at which time the reaction appeared complete by GC-MS. After ... Starting materials: COC(=O)c1cnc(Br)s1, O=C([O-])[O-], C1CNCCN1, CC#N, [K+], [K+]. The product is COC(=O)c1cnc(N2CCNCC2)s1. As a reaction SMILES: [Br:1][c:2]1[s:3][c:4]([C:7](=[O:8])[O:9][CH3:10])[cH:5][n:6]1.[C:17](=[O:18])([O-:19])[O-:20].[CH2:11]1[CH2:12][NH:13][CH2:14][CH2:15][NH:16]1.[CH3:23][C:24]#[N:25].[K+:21].[K+:22]>>[c:2]1([N:13]2[CH2:12][CH2:11][NH:16][CH2:15][CH2:14]2)[s:3][c:4]([C:7](=[O:8])[O:9][CH3:10])[cH:5][n:6]1. The reactants are CO, COc1cccc(OC)c1-c1cn(S(=O)(=O)c2ccc(C)cc2)c2ncc(-c3cccc(C(=O)N4CCOCC4)c3)cc12, [K+], [OH-], O. Yields the product COc1cccc(OC)c1-c1c[nH]c2ncc(-c3cccc(C(=O)N4CCOCC4)c3)cc12. RXN SMILES: [CH3:1][OH:2].[CH3:3][O:4][c:5]1[c:6](-[c:13]2[cH:14][n:15]([S:36]([c:37]3[cH:38][cH:39][c:40]([CH3:41])[cH:42][cH:43]3)(=[O:44])=[O:45])[c:16]3[n:17][cH:18][c:19](-[c:22]4[cH:23][c:24]([C:28](=[O:29])[N:30]5[CH2:31][CH2:32][O:33][CH2:34][CH2:35]5)[cH:25][cH:26][cH:27]4)[cH:20][c:21]23)[c:7]([O:11][CH3:12])[cH:8][cH:9][cH:10]1.[K+:47].[OH-:46].[OH2:48]>>[CH3:3][O:4][c:5]1[c:6](-[c:13]2[cH:14][nH:15][c:16]3[n:17][cH:18][c:19](-[c:22]4[cH:23][c:24]([C:28](=[O:29])[N:30]5[CH2:31][CH2:32][O:33][CH2:34][CH2:35]5)[cH:25][cH:26][cH:27]4)[cH:20][c:21]23)[c:7]([O:11][CH3:12])[cH:8][cH:9][cH:10]1. Starting materials: C(C1=CC=CC=C1)OC(=O)N[C@@H](C(C)C)C=O (N-benzyloxycarbonyl-L-valinal), C(OC)(OC)OC (trimethyl orthoformate). The reagents and catalysts are C1(=CC=C(C=C1)S(=O)(=O)O)C (toluene-4-sulphonic acid). Run in CO (methanol). Conditions: time 16 hour. Yields the product COC([C@@H](NC(=O)OCC1=CC=CC=C1)C(C)C)OC (N-benzyloxycarbonyl-L-valinal dimethyl acetal). The yield is 89.8%. Reaction SMILES: [CH2:1]([O:8][C:9]([NH:11][C@H:12](C=O)[CH:13]([CH3:15])[CH3:14])=[O:10])[C:2]1[CH:7]=[CH:6][CH:5]=[CH:4][CH:3]=1.[CH:18]([O:23][CH3:24])([O:21][CH3:22])OC>CO.C1(C)C=CC(S(O)(=O)=O)=CC=1>[CH3:24][O:23][CH:18]([O:21][CH3:22])[C@H:12]([CH:13]([CH3:15])[CH3:14])[NH:11][C:9]([O:8][CH2:1][C:2]1[CH:7]=[CH:6][CH:5]=[CH:4][CH:3]=1)=[O:10]. Procedure details: 22.8 g (0.097 mol) of N-benzyloxycarbonyl-L-valinal were dissolved in 55 ml of dry methanol. The solution was treated with 10.8 g (0.102 mol) of trimethyl orthoformate and 0.3 g of toluene-4-sulphonic acid and the mixture was left to stand at room temperature for 16 hours. The solvents were removed by evaporation, the residue was dissolved in 150 ml of ethyl acetate and the solution was washed with 5% sodium bicarbonate solution and then with brine. After drying over magnesium sulphate and filtr... Reactants: [Br-], [Br-], [Br-], CC(=O)c1nc(NC(=O)c2c(F)cccc2F)sc1-c1cccc(C(F)(F)F)c1, C1CCOC1, C[N+](C)(C)c1ccccc1, C[N+](C)(C)c1ccccc1, C[N+](C)(C)c1ccccc1. Yields the product O=C(CBr)c1nc(NC(=O)c2c(F)cccc2F)sc1-c1cccc(C(F)(F)F)c1. Reaction SMILES: [Br-:30].[Br-:31].[Br-:32].[C:1]([CH3:2])(=[O:3])[c:4]1[n:5][c:6]([NH:19][C:20]([c:21]2[c:22]([F:28])[cH:23][cH:24][cH:25][c:26]2[F:27])=[O:29])[s:7][c:8]1-[c:9]1[cH:10][c:11]([C:15]([F:16])([F:17])[F:18])[cH:12][cH:13][cH:14]1.[CH2:63]1[O:64][CH2:65][CH2:66][CH2:67]1.[c:33]1([N+:34]([CH3:35])([CH3:36])[CH3:37])[cH:38][cH:39][cH:40][cH:41][cH:42]1.[c:43]1([N+:44]([CH3:45])([CH3:46])[CH3:47])[cH:48][cH:49][cH:50][cH:51][cH:52]1.[c:53]1([N+:54]([CH3:55])([CH3:56])[CH3:57])[cH:58][cH:59][cH:60][cH:61][cH:62]1>>[C:1]([CH2:2][Br:30])(=[O:3])[c:4]1[n:5][c:6]([NH:19][C:20]([c:21]2[c:22]([F:28])[cH:23][cH:24][cH:25][c:26]2[F:27])=[O:29])[s:7][c:8]1-[c:9]1[cH:10][c:11]([C:15]([F:16])([F:17])[F:18])[cH:12][cH:13][cH:14]1. Reactants: ClCCl, [N-]=[N+]=NCCc1cccc([N+](=O)[O-])c1, c1ccc(P(c2ccccc2)c2ccccc2)cc1. The product is NCCc1cccc([N+](=O)[O-])c1. Reaction SMILES: [Cl:34][CH2:35][Cl:36].[N+:1](=[O:2])([O-:3])[c:4]1[cH:5][c:6]([CH2:7][CH2:8][N:9]=[N+:10]=[N-:11])[cH:12][cH:13][cH:14]1.[c:15]1([P:16]([c:17]2[cH:18][cH:19][cH:20][cH:21][cH:22]2)[c:23]2[cH:24][cH:25][cH:26][cH:27][cH:28]2)[cH:29][cH:30][cH:31][cH:32][cH:33]1>>[N+:1](=[O:2])([O-:3])[c:4]1[cH:5][c:6]([CH2:7][CH2:8][NH2:9])[cH:12][cH:13][cH:14]1.